This data is from the Open Reaction Database (ORD), a public repository of structured organic reaction records. The task is: describe an organic reaction: reactants, conditions, products, and yield Starting materials: C#CCO, CCNCC, Cn1cc(C(=O)NCc2ccc(Cl)cc2)c(=O)c2cccc(I)c21, ClCCl, I[Cu]I. The product is Cn1cc(C(=O)NCc2ccc(Cl)cc2)c(=O)c2cccc(C#CCO)c21. As a reaction SMILES: [CH2:25]([C:26]#[CH:27])[OH:28].[CH2:32]([NH:33][CH2:34][CH3:35])[CH3:36].[Cl:1][c:2]1[cH:3][cH:4][c:5]([CH2:6][NH:7][C:8](=[O:9])[c:10]2[cH:11][n:12]([CH3:22])[c:13]3[c:14]([I:21])[cH:15][cH:16][cH:17][c:18]3[c:19]2=[O:20])[cH:23][cH:24]1.[Cl:29][CH2:30][Cl:31].[Cu:37]([I:38])[I:39]>>[Cl:1][c:2]1[cH:3][cH:4][c:5]([CH2:6][NH:7][C:8](=[O:9])[c:10]2[cH:11][n:12]([CH3:22])[c:13]3[c:14]([C:27]#[C:26][CH2:25][OH:28])[cH:15][cH:16][cH:17][c:18]3[c:19]2=[O:20])[cH:23][cH:24]1. The reactants are CC(C)(C)c1ccc(CSc2cnn(C(C)(C)C)c(=O)c2Cl)cc1, [Li]CCCC, CCCCCC, C1CCOC1, O. Product: CCCCc1c(SCc2ccc(C(C)(C)C)cc2)cnn(C(C)(C)C)c1=O. Reaction SMILES: [C:1]([CH3:2])([CH3:3])([CH3:4])[n:5]1[n:6][cH:7][c:8]([S:13][CH2:14][c:15]2[cH:16][cH:17][c:18]([C:21]([CH3:22])([CH3:23])[CH3:24])[cH:19][cH:20]2)[c:9]([Cl:12])[c:10]1=[O:11].[CH2:25]([CH2:26][CH2:27][CH3:28])[Li:29].[CH3:36][CH2:37][CH2:38][CH2:39][CH2:40][CH3:41].[O:31]1[CH2:32][CH2:33][CH2:34][CH2:35]1.[OH2:30]>>[C:1]([CH3:2])([CH3:3])([CH3:4])[n:5]1[n:6][cH:7][c:8]([S:13][CH2:14][c:15]2[cH:16][cH:17][c:18]([C:21]([CH3:22])([CH3:23])[CH3:24])[cH:19][cH:20]2)[c:9]([CH2:25][CH2:26][CH2:27][CH3:28])[c:10]1=[O:11]. The reactants are O=CCBr, CC(C)CCC(C)N, [Na+], [OH-], O. Yields the product CC(C)CCC(C)NCC=O. Reaction SMILES: [Br:1][CH2:2][CH:3]=[O:4].[CH3:5][CH:6]([CH2:7][CH2:8][CH:9]([CH3:10])[CH3:11])[NH2:12].[Na+:14].[OH-:13].[OH2:15]>>[CH2:2]([CH:3]=[O:4])[NH:12][CH:6]([CH3:5])[CH2:7][CH2:8][CH:9]([CH3:10])[CH3:11]. The reactants are NCC1(CCCCC1)C(=O)O (aminomethylcyclohexanecarboxylic acid), C(CCCCCCC\C=C/C\C=C/CCCCC)Cl (linoleyl chloride). The solvent is [OH-].[Na+] (sodium hydroxide). The product is C(CCCCCCC\C=C/C\C=C/CCCCC)NCC1(CCCCC1)C(=O)O (N-linoleyl-aminomethylcyclohexanecarboxylic acid). RXN SMILES: [NH2:1][CH2:2][C:3]1([C:9]([OH:11])=[O:10])[CH2:8][CH2:7][CH2:6][CH2:5][CH2:4]1.[CH2:12](Cl)[CH2:13][CH2:14][CH2:15][CH2:16][CH2:17][CH2:18][CH2:19]/[CH:20]=[CH:21]\[CH2:22]/[CH:23]=[CH:24]\[CH2:25][CH2:26][CH2:27][CH2:28][CH3:29]>[OH-].[Na+]>[CH2:12]([NH:1][CH2:2][C:3]1([C:9]([OH:11])=[O:10])[CH2:8][CH2:7][CH2:6][CH2:5][CH2:4]1)[CH2:13][CH2:14][CH2:15][CH2:16][CH2:17][CH2:18][CH2:19]/[CH:20]=[CH:21]\[CH2:22]/[CH:23]=[CH:24]\[CH2:25][CH2:26][CH2:27][CH2:28][CH3:29] |f:2.3|. Procedure: 5 grams of aminomethylcyclohexanecarboxylic acid were dissolved in 50 cm3 of 6% sodium hydroxide. This solution was stirred vigorously and maintained at 10° C while 10 grams of linoleyl chloride were added drop by drop. The stirring was maintained for 1 hour at ambient temperature. The precipitate obtained on centrifuging was washed twice with acetone and allowed to dry. Reactants: [H-].[Li+].[Al+3].[H-].[H-].[H-] (aluminum lithium hydride), C(=O)(O)C12CC3(CC(CC(C1)(C3)O)(C2)O)O (1-carboxy-3,5,7-adamantanetriol). Run in O1CCCC1 (tetrahydrofuran). The product is OCC12CC3(CC(CC(C1)(C3)O)(C2)O)O (1-hydroxymethyl-3,5,7-adamantanetriol). RXN SMILES: [H-].[Li+].[Al+3].[H-].[H-].[H-].[C:7]([C:10]12[CH2:20][C:14]3([OH:21])[CH2:15][C:16]([OH:19])([CH2:18][C:12]([OH:22])([CH2:13]3)[CH2:11]1)[CH2:17]2)(O)=[O:8]>O1CCCC1>[OH:8][CH2:7][C:10]12[CH2:11][C:12]3([OH:22])[CH2:13][C:14]([OH:21])([CH2:15][C:16]([OH:19])([CH2:18]3)[CH2:17]1)[CH2:20]2 |f:0.1.2.3.4.5|. Procedure details: 5 In an atmosphere of nitrogen, 15 mmol of aluminum lithium hydride was suspended in 15 ml of tetrahydrofuran (THF). Thereafter, 10 mmol of 1-carboxy-3,5,7-adamantanetriol was gradually added to the mixture while keeping the temperature of the mixture at 10° C. or lower by using ice bath. After the temperature of the mixture had been brought back to room temperature, the mixture was refluxed for 16 hours, giving 1-hydroxymethyl-3,5,7-adamantanetriol. Starting materials: 1,1″-carbonyldiimidazole, C(C)(C)(C)OC(=O)N1CC(CC(C1)C1=CC(=C(C=C1)OC(F)(F)F)F)C(=O)O (1-(tert-butoxycarbonyl)-5-[3-fluoro-4-(trifluoromethoxy)phenyl]-piperidine-3-carboxylic acid), ON=C(N)OCC (ethyl N′-hydroxyimidocarbamate). Run in CN(C)C=O (DMF), O1CCOCC1 (dioxane). Reaction conditions: time 3 hour. Yields the product C(C)OC1=NOC(=N1)C1CN(CC(C1)C1=CC(=C(C=C1)OC(F)(F)F)F)C(=O)OC(C)(C)C (tert-Butyl 3-(3-ethoxy-1,2,4-oxadiazol-5-yl)-5-[3-fluoro-4-(trifluoromethoxy)phenyl]piperidine-1-carboxylate). Reaction SMILES: [C:1]([O:5][C:6]([N:8]1[CH2:13][CH:12]([C:14]2[CH:19]=[CH:18][C:17]([O:20][C:21]([F:24])([F:23])[F:22])=[C:16]([F:25])[CH:15]=2)[CH2:11][CH:10]([C:26](O)=[O:27])[CH2:9]1)=[O:7])([CH3:4])([CH3:3])[CH3:2].O[N:30]=[C:31]([O:33][CH2:34][CH3:35])[NH2:32]>O1CCOCC1.CN(C=O)C>[CH2:34]([O:33][C:31]1[N:32]=[C:26]([CH:10]2[CH2:11][CH:12]([C:14]3[CH:19]=[CH:18][C:17]([O:20][C:21]([F:23])([F:24])[F:22])=[C:16]([F:25])[CH:15]=3)[CH2:13][N:8]([C:6]([O:5][C:1]([CH3:3])([CH3:2])[CH3:4])=[O:7])[CH2:9]2)[O:27][N:30]=1)[CH3:35]. Reported procedure: 442 mg (1.09 mmol) of 1-(tert-butoxycarbonyl)-5-[3-fluoro-4-(trifluoromethoxy)phenyl]-piperidine-3-carboxylic acid were dissolved in 11.8 ml of dioxane and 5.9 ml of DMF, heated to 60° C. and admixed with 264 mg (1.63 mmol) of 1,1″-carbonyldiimidazole. The reaction mixture was stirred at this temperature for three hours and then admixed with 170 mg (1.63 mmol) of ethyl N′-hydroxyimidocarbamate [G. Zinner, G. Nebel, Arch. Pharm. 1970, 303, 385-390]. The mixture was left to stir at 50° C. for one ... The reactants are ethanolic suspension, [N+](=O)([O-])C1=CC(=C(C=C1)C)N1C(C=2C(C1=O)=CC(=CC2)Cl)=O (N-(4-nitro-o-tolyl)-4-chlorophthalimide). Reagents/catalysts: [Ni] (Raney nickel). The solvent is C(C)(=O)OCC (ethyl acetate). Conditions: time 12 hour. Product: NC1=CC(=C(C=C1)C)N1C(C=2C(C1=O)=CC(=CC2)Cl)=O (N-(4-amino-o-tolyl)-4-chlorophthalimide). Reaction SMILES: [N+:1]([C:4]1[CH:9]=[CH:8][C:7]([CH3:10])=[C:6]([N:11]2[C:15](=[O:16])[C:14]3=[CH:17][C:18]([Cl:21])=[CH:19][CH:20]=[C:13]3[C:12]2=[O:22])[CH:5]=1)([O-])=O>[Ni].C(OCC)(=O)C>[NH2:1][C:4]1[CH:9]=[CH:8][C:7]([CH3:10])=[C:6]([N:11]2[C:15](=[O:16])[C:14]3=[CH:17][C:18]([Cl:21])=[CH:19][CH:20]=[C:13]3[C:12]2=[O:22])[CH:5]=1. Procedure details: The mixture of 12.4 g of N-(4-nitro-o-tolyl)-4-chlorophthalimide, 1.0 lt. ethyl acetate and 10 ml of an ethanolic suspension containing 6.9 g of Raney nickel is hydrogenated at 2.8 atm. and room temperature for 12 hours. It is filtered, concentrated to about half of its original volume and the precipitate formed collected, to yield the N-(4-amino-o-tolyl)-4-chlorophthalimide melting at 201°-203°. Its 4-bromo-analog melts at 208°-211°.